Dataset: the Open Reaction Database (ORD), a public repository of structured organic reaction records. Task: describe an organic reaction: reactants, conditions, products, and yield The reactants are CN1CCNCC1, Cc1ccc(C)cc1, CC(C)NC(C)C, [I-], [Na+], O, O=C(NCCCCCO)c1ccc(Cl)nc1. The product is CN1CCN(c2ccc(C(=O)NCCCCCO)cn2)CC1. As a reaction SMILES: [CH3:17][N:18]1[CH2:19][CH2:20][NH:21][CH2:22][CH2:23]1.[CH3:33][c:34]1[cH:35][cH:36][c:37]([CH3:38])[cH:39][cH:40]1.[CH:24]([NH:25][CH:26]([CH3:27])[CH3:28])([CH3:29])[CH3:30].[I-:31].[Na+:32].[OH2:41].[OH:1][CH2:2][CH2:3][CH2:4][CH2:5][CH2:6][NH:7][C:8]([c:9]1[cH:10][n:11][c:12]([Cl:15])[cH:13][cH:14]1)=[O:16]>>[OH:1][CH2:2][CH2:3][CH2:4][CH2:5][CH2:6][NH:7][C:8]([c:9]1[cH:10][n:11][c:12]([N:21]2[CH2:20][CH2:19][N:18]([CH3:17])[CH2:23][CH2:22]2)[cH:13][cH:14]1)=[O:16]. The reactants are O=P(Cl)(Cl)Cl, O=c1[nH]c(-c2ccncc2)nc2ccccc12. The product is Clc1nc(-c2ccncc2)nc2ccccc12. RXN SMILES: [P:18]([Cl:19])([Cl:20])([Cl:21])=[O:22].[n:1]1[cH:2][cH:3][c:4](-[c:7]2[n:8][c:9]3[cH:10][cH:11][cH:12][cH:13][c:14]3[c:15](=[O:17])[nH:16]2)[cH:5][cH:6]1>>[n:1]1[cH:2][cH:3][c:4](-[c:7]2[n:8][c:9]3[cH:10][cH:11][cH:12][cH:13][c:14]3[c:15]([Cl:20])[n:16]2)[cH:5][cH:6]1. Starting materials: ClC=1C=C(C=CC1)N1CCN(CC1)CCN (4-(3-chlorophenyl)piperazin-1-ylethylamine), C(C(C)C)C1=CC(=NN1C1=CC=CC=C1)C=O (5-iso-butyl-1-phenylpyrazole-3-carbaldehyde). Product: C(C(C)C)C1=CC(=NN1C1=CC=CC=C1)CNCCN1CCN(CC1)C1=CC(=CC=C1)Cl (5-iso-butyl-3-{2-[4-(3-chlorophenyl)piperazin-1-yl]ethyl}aminomethyl-1-phenylpyrazole). The yield is 47.7%. RXN SMILES: [Cl:1][C:2]1[CH:3]=[C:4]([N:8]2[CH2:13][CH2:12][N:11]([CH2:14][CH2:15][NH2:16])[CH2:10][CH2:9]2)[CH:5]=[CH:6][CH:7]=1.[CH2:17]([C:21]1[N:25]([C:26]2[CH:31]=[CH:30][CH:29]=[CH:28][CH:27]=2)[N:24]=[C:23]([CH:32]=O)[CH:22]=1)[CH:18]([CH3:20])[CH3:19]>>[CH2:17]([C:21]1[N:25]([C:26]2[CH:31]=[CH:30][CH:29]=[CH:28][CH:27]=2)[N:24]=[C:23]([CH2:32][NH:16][CH2:15][CH2:14][N:11]2[CH2:10][CH2:9][N:8]([C:4]3[CH:5]=[CH:6][CH:7]=[C:2]([Cl:1])[CH:3]=3)[CH2:13][CH2:12]2)[CH:22]=1)[CH:18]([CH3:20])[CH3:19]. Reported procedure: Compound 79 was prepared using the same method as that of Example 1 except that 4-(3-chlorophenyl)piperazin-1-ylethylamine and 5-iso-butyl-1-phenylpyrazole-3-carbaldehyde were used. Reported procedure: Following the procedure as described in EXAMPLE 9 and making non-critical variations using benzyl 3-bromopropyl ether to replace 2-(bromomethyl)-5-(trifluoromethyl)furan, and 2,3-dihydrospiro[furo[2,3-g][1,4]benzodioxine-8,3′-indol]-2′(1′H)-one to replace 3-methylspiro[furo[3,2-f][1,2]benzisoxazole-5,3′-indol]-2′(1′H)-one, 1′-[3-(benzyloxy)propyl]-2,3-dihydrospiro[furo[2,3-g][1,4]benzodioxine-8,3′-indol]-2′(1′H)-one was obtained (94%): mp 37-38° C. (ethyl acetate/hexanes); 1H NMR (300 MHz, CDCl3... Product: C(C1=CC=CC=C1)OCCCN1C(C2(C3=CC=CC=C13)COC1=CC3=C(OCCO3)C=C12)=O (1′-[3-(benzyloxy)propyl]-2,3-dihydrospiro[furo[2,3-g][1,4]benzodioxine-8,3′-indol]-2′(1′H)-one). Reaction SMILES: Br[CH2:2][CH2:3][CH2:4][O:5][CH2:6][C:7]1[CH:12]=[CH:11][CH:10]=[CH:9][CH:8]=1.BrCC1OC(C(F)(F)F)=CC=1.[NH:24]1[C:32]2[C:27](=[CH:28][CH:29]=[CH:30][CH:31]=2)[C:26]2([C:44]3[C:35](=[CH:36][C:37]4[O:42][CH2:41][CH2:40][O:39][C:38]=4[CH:43]=3)[O:34][CH2:33]2)[C:25]1=[O:45].CC1C2C=C3C4(C5C(=CC=CC=5)NC4=O)COC3=CC=2ON=1>>[CH2:6]([O:5][CH2:4][CH2:3][CH2:2][N:24]1[C:32]2[C:27](=[CH:28][CH:29]=[CH:30][CH:31]=2)[C:26]2([C:44]3[C:35](=[CH:36][C:37]4[O:42][CH2:41][CH2:40][O:39][C:38]=4[CH:43]=3)[O:34][CH2:33]2)[C:25]1=[O:45])[C:7]1[CH:12]=[CH:11][CH:10]=[CH:9][CH:8]=1. The reactants are BrCCCOCC1=CC=CC=C1 (benzyl 3-bromopropyl ether), CC1=NOC2=C1C=C1C(=C2)OCC12C(NC1=CC=CC=C21)=O (3-methylspiro[furo[3,2-f][1,2]benzisoxazole-5,3′-indol]-2′(1′H)-one), BrCC=1OC(=CC1)C(F)(F)F (2-(bromomethyl)-5-(trifluoromethyl)furan), N1C(C2(C3=CC=CC=C13)COC1=CC3=C(OCCO3)C=C12)=O (2,3-dihydrospiro[furo[2,3-g][1,4]benzodioxine-8,3′-indol]-2′(1′H)-one).